This data is from the Open Reaction Database (ORD), a public repository of structured organic reaction records. The task is: describe an organic reaction: reactants, conditions, products, and yield Starting materials: CO, Cl, N#CO[K], N#C[O-], O, CC1(C)CC(OC(=O)c2ccccc2)CC(C)(C)N1O. Yields the product CC1(C)CC(OC(=O)c2ccccc2)CC(C)(C)N1OC(N)=O. Reaction SMILES: [CH3:30][OH:31].[ClH:1].[K:22][O:23][C:24]#[N:25].[O-:26][C:27]#[N:28].[OH2:29].[OH:2][N:3]1[C:4]([CH3:20])([CH3:21])[CH2:5][CH:6]([O:11][C:12]([c:13]2[cH:14][cH:15][cH:16][cH:17][cH:18]2)=[O:19])[CH2:7][C:8]1([CH3:9])[CH3:10]>>[O:2]([N:3]1[C:4]([CH3:20])([CH3:21])[CH2:5][CH:6]([O:11][C:12]([c:13]2[cH:14][cH:15][cH:16][cH:17][cH:18]2)=[O:19])[CH2:7][C:8]1([CH3:9])[CH3:10])[C:24](=[O:23])[NH2:25]. The reactants are Cl (hydrochloric acid), ClC1=CC=CC=2C(CCSC21)=O (8-chloro-2,3-dihydro-4H-1-benzothiopyran-4-one), C(=O)OCC (ethyl formate), C[O-].[Na+] (sodium methoxide). Run in C1=CC=CC=C1 (benzene), C1=CC=CC=C1 (benzene). Conditions: time 10 minute. Yields the product ClC1=CC=CC=2C(C(CSC21)=CO)=O (8-chloro-2,3-dihydro-3-hydroxymethylene-4H-1-benzothiopyran-4-one). The yield is 88.8%. Reaction SMILES: [Cl:1][C:2]1[C:11]2[S:10][CH2:9][CH2:8][C:7](=[O:12])[C:6]=2[CH:5]=[CH:4][CH:3]=1.[CH:13](OCC)=[O:14].C[O-].[Na+].Cl>C1C=CC=CC=1>[Cl:1][C:2]1[C:11]2[S:10][CH2:9][C:8](=[CH:13][OH:14])[C:7](=[O:12])[C:6]=2[CH:5]=[CH:4][CH:3]=1 |f:2.3|. Procedure: A solution of 8-chloro-2,3-dihydro-4H-1-benzothiopyran-4-one (10 g) in benzene (125 ml) was added dropwise to a mixture of ethyl formate (7.46 g) and sodium methoxide (5.44 g) in benzene (40 ml) with ice cooling and stirring over a period of 10 minutes. After being stirred for 1 hour at room temperature, 10% hydrochloric acid was added to the reaction mixture. The aqueous layer was separated and extracted with ethyl acetate. The combined organic layers were washed with water, dried over magnesiu... Starting materials: Cl.Cl.NCCCC=1N=CNC1 (4-(3-aminopropyl)imidazole dihydrochloride), C1=C(C=CC=C1O)C (m-cresol), [OH-].[Na+] (NaOH), C1(=CC(=CC=C1)OC(NC#N)=N)C (O-m-tolyl-N-cyanoisourea). Run in C(C)(C)O (isopropanol). The product is C(#N)NC(=N)NCCCC=1N=CNC1 (N-cyano-N'-[3-(4-imidazolyl)propyl] guanidine). RXN SMILES: Cl.Cl.[NH2:3][CH2:4][CH2:5][CH2:6][C:7]1[N:8]=[CH:9][NH:10][CH:11]=1.[OH-].[Na+].C1(C)C=CC=C(O[C:21](=[NH:25])[NH:22][C:23]#[N:24])C=1.C1C(O)=CC=CC=1C>C(O)(C)C>[C:21]([NH:22][C:23]([NH:3][CH2:4][CH2:5][CH2:6][C:7]1[N:8]=[CH:9][NH:10][CH:11]=1)=[NH:24])#[N:25] |f:0.1.2,3.4|. Procedure: 6.2 g. (0.031 mole) of 4-(3-aminopropyl)imidazole dihydrochloride is converted to the free base using NaOH. The free base is combined with 5.4 g. (0.031 mole) of O-m-tolyl-N-cyanoisourea in 100 ml. isopropanol. This mixture is refluxed for 3 hours. The mixture is then cooled to room temperature, filtered to remove insoluble material and the solvent is evaporated to obtain a cloudy oil of the product mixed with m-cresol.